Dataset: the Open Reaction Database (ORD), a public repository of structured organic reaction records. Task: describe an organic reaction: reactants, conditions, products, and yield The reactants are CC(Cc1ccccc1)NCCCCN1C(=O)c2ccccc2C1=O, CCO, NN, O. Yields the product CC(Cc1ccccc1)NCCCCN. RXN SMILES: [C:1]1(=[O:2])[N:5]([CH2:6][CH2:7][CH2:8][CH2:9][NH:10][CH:11]([CH3:12])[CH2:13][c:14]2[cH:15][cH:16][cH:17][cH:18][cH:19]2)[C:3](=[O:4])[c:20]2[cH:21][cH:22][cH:23][cH:24][c:25]21.[CH3:29][CH2:30][OH:31].[NH2:27][NH2:28].[OH2:26]>>[NH2:5][CH2:6][CH2:7][CH2:8][CH2:9][NH:10][CH:11]([CH3:12])[CH2:13][c:14]1[cH:15][cH:16][cH:17][cH:18][cH:19]1. Starting materials: Cl (hydrochloric acid), [OH-].[Na+] (sodium hydroxide), CC=1C(=C(C=C(C1)C)O)CC=C (3,5-Dimethyl-2-(2-propen-1-yl)-phenol), S(=O)(=O)(OCC(F)(F)F)C1=CC=C(C)C=C1 (2,2,2-trifluoroethyl tosylate). Solvent: CN1C(CCC1)=O (N-methylpyrrolidone), O (water). Conditions: time 16 hour. Yields the product FC(COC1=C(C(=CC(=C1)C)C)CC=C)(F)F (3,5-Dimethyl-2-(2-propen-1-yl)phenyl 2,2,2-trifluoroethyl ether). As a reaction SMILES: [OH-].[Na+].[CH3:3][C:4]1[C:5]([CH2:12][CH:13]=[CH2:14])=[C:6]([OH:11])[CH:7]=[C:8]([CH3:10])[CH:9]=1.S(C1C=CC(C)=CC=1)(O[CH2:19][C:20]([F:23])([F:22])[F:21])(=O)=O.Cl>CN1CCCC1=O.O>[F:21][C:20]([F:23])([F:22])[CH2:19][O:11][C:6]1[CH:7]=[C:8]([CH3:10])[CH:9]=[C:4]([CH3:3])[C:5]=1[CH2:12][CH:13]=[CH2:14] |f:0.1|. Procedure: 17 g of sodium hydroxide were metered into a mixture of 50 g of 3,5-dimethyl-2-(2-propen-1-yl)-phenol (C) and 86 g of 2,2,2-trifluoroethyl tosylate in 450 ml of N-methylpyrrolidone at 120° C. Stirring was continued for 16 hours at 120° C., and the mixture was subsequently poured into 2 l of water. The pH was brought to 2 using 6N hydrochloric acid, and the mixture was extracted using dichloromethane. The combined organic phases were dried over sodium sulphate, the solvent was removed in vacuo, a... Reactants: CCN=C=NCCCN(C)C, CC#N, CCOC(C)=O, CC(C)(C)OC(=O)NCCSSCCN, O=C(O)c1cccnc1. Product: CC(C)(C)OC(=O)NCCSSCCNC(=O)c1cccnc1. As a reaction SMILES: [CH3:25][CH2:26][N:27]=[C:28]=[N:29][CH2:30][CH2:31][CH2:32][N:33]([CH3:34])[CH3:35].[CH3:36][C:37]#[N:38].[CH3:39][CH2:40][O:41][C:42]([CH3:43])=[O:44].[NH2:10][CH2:11][CH2:12][S:13][S:14][CH2:15][CH2:16][NH:17][C:18]([O:19][C:20]([CH3:21])([CH3:22])[CH3:23])=[O:24].[OH:1][C:2](=[O:3])[c:4]1[cH:5][cH:6][cH:7][n:8][cH:9]1>>[C:2](=[O:3])([c:4]1[cH:5][cH:6][cH:7][n:8][cH:9]1)[NH:10][CH2:11][CH2:12][S:13][S:14][CH2:15][CH2:16][NH:17][C:18]([O:19][C:20]([CH3:21])([CH3:22])[CH3:23])=[O:24]. Reactants: C(C)C=1NC2=C(N1)C=CC=C2 (2-ethylbenzimidazole), ClC1=NC(=C2N=C(N(C2=N1)C)CN1CCN(CC1)C1CCC1)N1CCOCC1 (4-(2-chloro-8-((4-cyclobutylpiperazin-1-yl)methyl)-9-methyl-9H-purin-6-yl)morpholine). The product is C1(CCC1)N1CCN(CC1)CC=1N(C2=NC(=NC(=C2N1)N1CCOCC1)N1C(=NC2=C1C=CC=C2)CC)C (4-(8-((4-cyclobutylpiperazin-1-yl)methyl)-2-(2-ethyl-1H-benzo[d]imidazol-1-yl)-9-methyl-9H-purin-6-yl)morpholine). Reported procedure: Following General Procedure I for Buchwald coupling, 2-ethylbenzimidazole and 4-(2-chloro-8-((4-cyclobutylpiperazin-1-yl)methyl)-9-methyl-9H-purin-6-yl)morpholine were reacted to give 444. LCMS m/z: 516.3 (MH+) As a reaction SMILES: [CH2:1]([C:3]1[NH:4][C:5]2[CH:11]=[CH:10][CH:9]=[CH:8][C:6]=2[N:7]=1)[CH3:2].Cl[C:13]1[N:21]=[C:20]2[C:16]([N:17]=[C:18]([CH2:23][N:24]3[CH2:29][CH2:28][N:27]([CH:30]4[CH2:33][CH2:32][CH2:31]4)[CH2:26][CH2:25]3)[N:19]2[CH3:22])=[C:15]([N:34]2[CH2:39][CH2:38][O:37][CH2:36][CH2:35]2)[N:14]=1>>[CH:30]1([N:27]2[CH2:26][CH2:25][N:24]([CH2:23][C:18]3[N:19]([CH3:22])[C:20]4[C:16]([N:17]=3)=[C:15]([N:34]3[CH2:39][CH2:38][O:37][CH2:36][CH2:35]3)[N:14]=[C:13]([N:7]3[C:6]5[CH:8]=[CH:9][CH:10]=[CH:11][C:5]=5[N:4]=[C:3]3[CH2:1][CH3:2])[N:21]=4)[CH2:29][CH2:28]2)[CH2:33][CH2:32][CH2:31]1. Starting materials: BrCCCc1ccccc1, CN1CCCC(OC(=O)C(O)(c2cccs2)c2cccs2)C1, CC#N. The product is [Br-], C[N+]1(CCCc2ccccc2)CCCC(OC(=O)C(O)(c2cccs2)c2cccs2)C1. RXN SMILES: [Br:23][CH2:24][CH2:25][CH2:26][c:27]1[cH:28][cH:29][cH:30][cH:31][cH:32]1.[CH3:1][N:2]1[CH2:3][CH:4]([O:8][C:9]([C:10]([c:11]2[s:12][cH:13][cH:14][cH:15]2)([c:16]2[s:17][cH:18][cH:19][cH:20]2)[OH:21])=[O:22])[CH2:5][CH2:6][CH2:7]1.[CH3:33][C:34]#[N:35]>>[Br-:23].[CH3:1][N+:2]1([CH2:24][CH2:25][CH2:26][c:27]2[cH:28][cH:29][cH:30][cH:31][cH:32]2)[CH2:3][CH:4]([O:8][C:9]([C:10]([c:11]2[s:12][cH:13][cH:14][cH:15]2)([c:16]2[s:17][cH:18][cH:19][cH:20]2)[OH:21])=[O:22])[CH2:5][CH2:6][CH2:7]1. The reactants are NC1=CC=C(C=C1)C=1C(CC(NN1)=O)C (6-(p-aminophenyl)-4,5-dihydro-5-methyl-3(2H)-pyridazinone), ClC=1C=C(CO)C=CC1 (m-chlorobenzyl alcohol), C(=O)(Cl)Cl (phosgene). Solvent: O1CCCC1 (tetrahydrofuran), CCOCC (ether), CCOCC (ether). Run at temperature -10 celsius, time 1 hour. Product: ClC=1C=C(COC(=O)NC2=CC=C(C=C2)C=2C(CC(NN2)=O)C)C=CC1 (6-[p-(m-chlorobenzyloxycarbonylamino)-phenyl]-4,5-dihydro-5-methyl-3(2H)-pyridazinone). Isolated yield 43.7%. RXN SMILES: [Cl:1][C:2]1[CH:3]=[C:4]([CH:7]=[CH:8][CH:9]=1)[CH2:5][OH:6].[C:10](Cl)(Cl)=[O:11].[NH2:14][C:15]1[CH:20]=[CH:19][C:18]([C:21]2[CH:22]([CH3:28])[CH2:23][C:24](=[O:27])[NH:25][N:26]=2)=[CH:17][CH:16]=1>CCOCC.O1CCCC1>[Cl:1][C:2]1[CH:3]=[C:4]([CH:7]=[CH:8][CH:9]=1)[CH2:5][O:6][C:10]([NH:14][C:15]1[CH:20]=[CH:19][C:18]([C:21]2[CH:22]([CH3:28])[CH2:23][C:24](=[O:27])[NH:25][N:26]=2)=[CH:17][CH:16]=1)=[O:11]. Reported procedure: A solution of 7.1 g (49.8 millimoles) of m-chlorobenzyl alcohol in 50 ml of absolute ether is added dropwise to a stirred solution of 11.2 g (113 millimoles) of phosgene in 100 ml of absolute ether at -20° C. The reaction solution is then stirred for 1 hour at -10° C. and for a further hour at room temperature, and thereafter the excess phosgene is removed by means of a dry stream of nitrogen and the other is then removed under reduced pressure at room temperature. The m-chlorobenzyl chloroforma... Reaction SMILES: [NH:1]1[CH:5]=[N:4][CH:3]=[N:2]1.[Na].[Cl:7][C:8]1[CH:13]=[CH:12][C:11]([C:14]2([C:17]([N:20]3[CH:24]=[N:23][CH:22]=[N:21]3)([CH3:19])[CH3:18])[CH2:16][O:15]2)=[CH:10][CH:9]=1>C(O)CC>[Cl:7][C:8]1[CH:13]=[CH:12][C:11]([C:14]([OH:15])([C:17]([N:20]2[CH:24]=[N:23][CH:22]=[N:21]2)([CH3:18])[CH3:19])[CH2:16][N:1]2[CH:5]=[N:4][CH:3]=[N:2]2)=[CH:10][CH:9]=1 |^1:5|. The reactants are N1N=CN=C1 (1,2,4-triazole), [Na] (sodium), ClC1=CC=C(C=C1)C1(OC1)C(C)(C)N1N=CN=C1 (2-(4-chlorophenyl)-2-[2-(1,2,4-triazol-1-yl)prop-2-yl]-oxirane). Reported procedure: 3.6 g (0.052 mole) of 1,2,4-triazole are added to a solution of 0.11 g (0.047 mole) of sodium in 30 ml of n-propanol at room temperature, while stirring. The mixture is heated to the reflux temperature and a solution of 2-(4-chlorophenyl)-2-[2-(1,2,4-triazol-1-yl)prop-2-yl]-oxirane in 20 ml of n-propanol is added. The reaction mixture is heated under reflux for 15 hours and then cooled and poured onto water. The mixture is extracted with methylene chloride and the organic phase is dried over sod... The product is ClC1=CC=C(C=C1)C(CN1N=CN=C1)(C(C)(C)N1N=CN=C1)O (2-(4-chlorophenyl)-1,3-di-(1,2,4-triazol-1-yl)-3-methyl-2-butanol). Solvent: C(CC)O (n-propanol), C(CC)O (n-propanol). Isolated yield 24.2%. Starting materials: C(C)C1=CC(=C(O1)S(N)(=O)=O)C(=O)O (5-ethyl-2-sulfamoyl-furan-3-carboxylic acid), P(Cl)(Cl)(Cl)(Cl)Cl (phosphorus pentachloride). Solvent: C1(=CC=CC=C1)C (toluene). Product: C(C)C1=CC=2C(NS(C2O1)(=O)=O)=O (5-ethyl-furo[3,2-d]isothiazole-3(2H)-one-1,1-dioxide). The yield is 45.4%. As a reaction SMILES: [CH2:1]([C:3]1[O:7][C:6]([S:8](=[O:11])(=[O:10])[NH2:9])=[C:5]([C:12]([OH:14])=O)[CH:4]=1)[CH3:2].P(Cl)(Cl)(Cl)(Cl)Cl>C1(C)C=CC=CC=1>[CH2:1]([C:3]1[O:7][C:6]2[S:8](=[O:11])(=[O:10])[NH:9][C:12](=[O:14])[C:5]=2[CH:4]=1)[CH3:2]. Procedure: 5.0 gm (0.023 mol) of 5-ethyl-2-sulfamoyl-furan-3-carboxylic acid were admixed with 4.75 gm (0.023 mol of phosphorus pentachloride in 300 ml of anhydrous toluene, and the mixture was refluxed for 8 hours. After filtering, the filtrate was evaporated in vacuo and the residue was recrystallized from carbon tetrachloride, yielding 2.1 gm (46% of theory) of 5-ethyl-furo[3,2-d]isothiazole-3(2H)-one-1,1-dioxide. Reactants: [N+](=O)([O-])C=1C=C(C=CC1)O (3-Nitrophenol), COCCBr (2-bromoethyl methyl ether). Yields the product COCCOC=1C=C(C=CC1)[N+](=O)[O-] (3-(2-Methoxyethoxy)nitrobenzene). Procedure details: 3-Nitrophenol (25 g, 0.18 mol), 2-bromoethyl methyl ether (17 ml, 25 g, 0.18 mol) potassium carbonate (25.0 g, 0.18 mol) in acetone (150 ml) were heated under reflux for 72 h. The suspension was dissolved in water and extracted with ether. The extracts were washed with 2N sodium carbonate, water and saturated brine, dried (K2CO3), and concentrated, to give the title compound (Intermediate 50) as a brown oil (35.12 g, 99%). Isolated yield 98.9%. As a reaction SMILES: [N+:1]([C:4]1[CH:5]=[C:6]([OH:10])[CH:7]=[CH:8][CH:9]=1)([O-:3])=[O:2].[CH3:11][O:12][CH2:13][CH2:14]Br>CC(C)=O.O>[CH3:11][O:12][CH2:13][CH2:14][O:10][C:6]1[CH:5]=[C:4]([N+:1]([O-:3])=[O:2])[CH:9]=[CH:8][CH:7]=1. Solvent: CC(=O)C (acetone), O (water).